From a dataset of the Open Reaction Database (ORD), a public repository of structured organic reaction records. describe an organic reaction: reactants, conditions, products, and yield Starting materials: COC1=CC=C(C=C1)O (4-methoxyphenol), [OH-].[K+] (KOH), C(CCC(=O)O)(=O)O.NCCCC(C)NC=1C=C(C(=C2C(=CC=NC12)C)OC1=CC(=CC=C1)C(F)(F)F)OC (8-(4-Amino-1-methylbutylamino)-6-methoxy-4-methyl-5-(3-trifluoromethylphenoxy)quinoline Succinate), CC1=CC=NC2=C(C=C(C(=C12)Cl)OC)[N+](=O)[O-] (4-methyl-5-chloro-6-methoxy-8-nitroquinoline). Run in C(C)OCCO (2-ethoxyethanol), O (water). The product is COC=1C(=C2C(=CC=NC2=C(C1)[N+](=O)[O-])C)OC1=CC=C(C=C1)OC (6-Methoxy-5-(4-methoxyphenoxy)-4-methyl-8-nitroquinoline). The yield is 68.0%. As a reaction SMILES: [CH3:1][O:2][C:3]1[CH:8]=[CH:7][C:6]([OH:9])=[CH:5][CH:4]=1.[OH-].[K+].[CH3:12][C:13]1[C:22]2[C:17](=[C:18]([N+:26]([O-:28])=[O:27])[CH:19]=[C:20]([O:24][CH3:25])[C:21]=2Cl)[N:16]=[CH:15][CH:14]=1.C(O)(=O)CCC(O)=O.NCCCC(NC1C=C(OC)C(OC2C=CC=C(C(F)(F)F)C=2)=C2C=1N=CC=C2C)C>C(OCCO)C.O>[CH3:25][O:24][C:20]1[C:21]([O:9][C:6]2[CH:7]=[CH:8][C:3]([O:2][CH3:1])=[CH:4][CH:5]=2)=[C:22]2[C:17](=[C:18]([N+:26]([O-:28])=[O:27])[CH:19]=1)[N:16]=[CH:15][CH:14]=[C:13]2[CH3:12] |f:1.2,4.5|. Procedure details: A solution of 4-methoxyphenol (5.76 g, 46.5 mmol) and KOH (2.61 g, 46.6 mmol) in 2-ethoxyethanol (90 mL) was heated with removal of water until the pot temperature reached 130° after which time 4-methyl-5-chloro-6-methoxy-8-nitroquinoline, prepared as in Example 1 (9 g, 35.7 mmol), was added. The reaction mixture was heated at reflux (130°) for 2 hours and cooled at 5° for 18 hours. Filtration afforded the title compound (8.25 g, 68%), mp 158°-60°. Starting materials: [OH-].[K+] (Potassium hydroxide), N1N=NN=C1C=1C=C(NC(C(=O)O)=O)C=CC1 (3-(1H-tetrazol-5-yl)oxanilic acid). Solvent: C(C)O (ethanol). Reaction conditions: time 4 hour. Yields the product N1N=NN=C1C=1C=C(NC(C(=O)[O-])=O)C=CC1.[K+] (potassium 3-(1H-tetrazol-5-yl)oxanilate). Yield: 79.9%. RXN SMILES: [OH-].[K+:2].[NH:3]1[C:7]([C:8]2[CH:9]=[C:10]([CH:17]=[CH:18][CH:19]=2)[NH:11][C:12](=[O:16])[C:13]([OH:15])=[O:14])=[N:6][N:5]=[N:4]1>C(O)C>[NH:6]1[C:7]([C:8]2[CH:9]=[C:10]([CH:17]=[CH:18][CH:19]=2)[NH:11][C:12](=[O:16])[C:13]([O-:15])=[O:14])=[N:3][N:4]=[N:5]1.[K+:2] |f:0.1,4.5|. Procedure: Potassium hydroxide (1.27 g) was dissolved in 100 ml of ethanol and 5 g of 3-(1H-tetrazol-5-yl)oxanilic acid was added to the solution, followed by stirring at room temperature for 4 hours. Crystals separated out from the reaction solution were filtered off, washed with 50% aqueous solution of ethanol and dried under reduced pressure at 40° C. in the presence of phosphorous pentoxide to obtain 4.65 g of the objective potassium 3-(1H-tetrazol-5-yl)oxanilate (yield 85%). Decomposition point: not l... Reactants: ClC=1C=C(C=CC1OC)N1N=C(C=C1C1=CC=C(C=C1)SC)C(F)F (1-(3-chloro-4-methoxyphenyl)-3-(difluoromethyl)-5-[4-(methylthio)phenyl]pyrazole), ClC1=CC(=CC=C1)C(=O)OO (m-chloroperbenzoic acid), S(=S)(=O)([O-])[O-].[Na+].[Na+] (sodium thiosulfate). The solvent is ClCCl (dichloromethane). The product is ClC=1C=C(C=CC1OC)N1N=C(C=C1C1=CC=C(C=C1)S(=O)(=O)C)C(F)F (1-(3-chloro-4-methoxyphenyl)-3-(difluoromethyl)-5-[4-(methylsulfonyl)phenyl]pyrazole). As a reaction SMILES: [Cl:1][C:2]1[CH:3]=[C:4]([N:10]2[C:14]([C:15]3[CH:20]=[CH:19][C:18](SC)=[CH:17][CH:16]=3)=[CH:13][C:12]([CH:23]([F:25])[F:24])=[N:11]2)[CH:5]=[CH:6][C:7]=1[O:8][CH3:9].Cl[C:27]1C=CC=C(C(OO)=O)C=1.[S:37]([O-:41])([O-])(=[O:39])=S.[Na+].[Na+]>ClCCl>[Cl:1][C:2]1[CH:3]=[C:4]([N:10]2[C:14]([C:15]3[CH:20]=[CH:19][C:18]([S:37]([CH3:27])(=[O:41])=[O:39])=[CH:17][CH:16]=3)=[CH:13][C:12]([CH:23]([F:24])[F:25])=[N:11]2)[CH:5]=[CH:6][C:7]=1[O:8][CH3:9] |f:2.3.4|. Reported procedure: To a solution of 1-(3-chloro-4-methoxyphenyl)-3-(difluoromethyl)-5-[4-(methylthio)phenyl]pyrazole (2.0 g) in dichloromethane (50 ml) was added portionwise m-chloroperbenzoic acid (2.3 g, 80% purity) at 5° C. with stirring. After being stirred at room temperature for 2 hours, the reaction mixture was treated with aqueous solution of sodium thiosulfate and then partitioned between dichloromethane and water. The organic layer was separated, washed with aqueous sodium hydrogen carbonate solution and... The reactants are O=[N+]([O-])c1cn2c(n1)OCC(Oc1ncc(Br)c(C(F)(F)F)n1)C2, CC(=O)NCC1CN(c2ccc(-c3ccc(OC4COc5nc([N+](=O)[O-])cn5C4)nc3C)c(F)c2)C(=O)O1. Yields the product CC(=O)NCC1CN(c2ccc(-c3cnc(OC4COc5nc([N+](=O)[O-])cn5C4)nc3C(F)(F)F)c(F)c2)C(=O)O1. RXN SMILES: [Br:39][c:40]1[c:41]([C:59]([F:60])([F:61])[F:62])[n:42][c:43]([O:46][CH:47]2[CH2:48][n:49]3[c:50]([n:53][c:54]([N+:56](=[O:57])[O-:58])[cH:55]3)[O:51][CH2:52]2)[n:44][cH:45]1.[F:1][c:2]1[cH:3][c:4]([N:28]2[C:29](=[O:38])[O:30][CH:31]([CH2:33][NH:34][C:35]([CH3:36])=[O:37])[CH2:32]2)[cH:5][cH:6][c:7]1-[c:8]1[c:9]([CH3:10])[n:11][c:12]([O:13][CH:14]2[CH2:15][O:16][c:17]3[n:18][c:19]([N+:20]([O-:21])=[O:22])[cH:23][n:24]3[CH2:25]2)[cH:26][cH:27]1>>[F:1][c:2]1[cH:3][c:4]([N:28]2[C:29](=[O:38])[O:30][CH:31]([CH2:33][NH:34][C:35]([CH3:36])=[O:37])[CH2:32]2)[cH:5][cH:6][c:7]1-[c:40]1[c:41]([C:59]([F:60])([F:61])[F:62])[n:42][c:43]([O:46][CH:47]2[CH2:48][n:49]3[c:50]([n:53][c:54]([N+:56](=[O:57])[O-:58])[cH:55]3)[O:51][CH2:52]2)[n:44][cH:45]1. Starting materials: CN1C(NC(C12CC=1C(=NC=C(C1)C(=O)OC)C2)=O)=O (methyl 3′-methyl-2′,5′-dioxo-5,7-dihydrospiro[cyclopenta[b]pyridine-6,4′-imidazolidine]-3-carboxylate), [OH-].[Li+] (lithium hydroxide), Cl (hydrochloric acid). Solvent: C1CCOC1 (THF), O (H2O). Conditions: time 1 hour. The product is CN1C(NC(C12CC=1C(=NC=C(C1)C(=O)O)C2)=O)=O (3′-Methyl-2′,5′-dioxo-5,7-dihydrospiro[cyclopenta[b]pyridine-6,4′-imidazolidine]-3-carboxylic acid). As a reaction SMILES: [CH3:1][N:2]1[C:6]2([CH2:18][C:9]3=[N:10][CH:11]=[C:12]([C:14]([O:16]C)=[O:15])[CH:13]=[C:8]3[CH2:7]2)[C:5](=[O:19])[NH:4][C:3]1=[O:20].[OH-].[Li+].Cl>C1COCC1.O>[CH3:1][N:2]1[C:6]2([CH2:18][C:9]3=[N:10][CH:11]=[C:12]([C:14]([OH:16])=[O:15])[CH:13]=[C:8]3[CH2:7]2)[C:5](=[O:19])[NH:4][C:3]1=[O:20] |f:1.2|. Procedure: To a solution of methyl 3′-methyl-2′,5′-dioxo-5,7-dihydrospiro[cyclopenta[b]pyridine-6,4′-imidazolidine]-3-carboxylate (25 mg, 0.091 mmol) in THF (0.5 mL) and H2O (0.3 mL) was added 1 N aqueous lithium hydroxide (0.27 mL, 0.27 mmol). The reaction was stirred at ambient temperature for 1 h, acidified by addition of 1 N hydrochloric acid, and concentrated in vacuo to provide the title compound. MS: m/z=262.1 (M+1). 1H NMR (500 MHz, CDCl3) δ 8.99 (s, 1H), 8.31 (s, 1H), 3.55 (m, 2H), 3.44 (d, 1H, J=...